From a dataset of the Open Reaction Database (ORD), a public repository of structured organic reaction records. describe an organic reaction: reactants, conditions, products, and yield The reactants are O=C([O-])O, CS(=O)(=O)Nc1ccc2c(c1)C(=O)C1(CCNCC1)CC2, CS(=O)(=O)Nc1ccc(CCOS(C)(=O)=O)cc1, CC#N, Cl, [I-], [Li+], [Na+]. Yields the product CS(=O)(=O)Nc1ccc(CCN2CCC3(CCc4ccc(NS(C)(=O)=O)cc4C3=O)CC2)cc1. As a reaction SMILES: [C:23](=[O:24])([OH:25])[O-:26].[CH3:1][S:2](=[O:3])(=[O:4])[NH:5][c:6]1[cH:7][cH:8][c:9]2[c:14]([cH:15]1)[C:13](=[O:16])[C:12]1([CH2:11][CH2:10]2)[CH2:17][CH2:18][NH:19][CH2:20][CH2:21]1.[CH3:30][S:31]([O:32][CH2:35][CH2:36][c:37]1[cH:38][cH:39][c:40]([NH:43][S:44](=[O:45])(=[O:46])[CH3:47])[cH:41][cH:42]1)(=[O:33])=[O:34].[CH3:48][C:49]#[N:50].[ClH:22].[I-:28].[Li+:29].[Na+:27]>>[CH3:1][S:2](=[O:3])(=[O:4])[NH:5][c:6]1[cH:7][cH:8][c:9]2[c:14]([cH:15]1)[C:13](=[O:16])[C:12]1([CH2:11][CH2:10]2)[CH2:17][CH2:18][N:19]([CH2:35][CH2:36][c:37]2[cH:38][cH:39][c:40]([NH:43][S:44](=[O:45])(=[O:46])[CH3:47])[cH:41][cH:42]2)[CH2:20][CH2:21]1.